From a dataset of the Open Reaction Database (ORD), a public repository of structured organic reaction records. describe an organic reaction: reactants, conditions, products, and yield Starting materials: NC1=C(C(=NC=N1)N[C@@H](C)C1=NN2C(C(N1C1=CC=CC=C1)=O)=C(C=C2)C)I ((S)-2-(1-((6-Amino-5-iodopyrimidin-4-yl)amino)ethyl)-5-methyl-3-phenylpyrrolo[2,1-f][1,2,4]triazin-4(3H)-one), N1C=CC2=CC=C(C=C12)B(O)O ((1H-indol-6-yl)boronic acid), C([O-])([O-])=O.[Na+].[Na+] (sodium carbonate). Yields the product NC1=C(C(=NC=N1)N[C@@H](C)C1=NN2C(C(N1C1=CC=CC=C1)=O)=C(C=C2)C)C2=CC=C1C=CNC1=C2 ((S)-2-(1-((6-Amino-5-(1H-indol-6-yl)pyrimidin-4-yl)amino)ethyl)-5-methyl-3-phenylpyrrolo[2,1-f][1,2,4]triazin-4(3H)-one). Yield: 10.5%. RXN SMILES: [NH2:1][C:2]1[N:7]=[CH:6][N:5]=[C:4]([NH:8][C@H:9]([C:11]2[N:16]([C:17]3[CH:22]=[CH:21][CH:20]=[CH:19][CH:18]=3)[C:15](=[O:23])[C:14]3=[C:24]([CH3:27])[CH:25]=[CH:26][N:13]3[N:12]=2)[CH3:10])[C:3]=1I.[NH:29]1[C:37]2[C:32](=[CH:33][CH:34]=[C:35](B(O)O)[CH:36]=2)[CH:31]=[CH:30]1.C(=O)([O-])[O-].[Na+].[Na+]>>[NH2:1][C:2]1[N:7]=[CH:6][N:5]=[C:4]([NH:8][C@H:9]([C:11]2[N:16]([C:17]3[CH:22]=[CH:21][CH:20]=[CH:19][CH:18]=3)[C:15](=[O:23])[C:14]3=[C:24]([CH3:27])[CH:25]=[CH:26][N:13]3[N:12]=2)[CH3:10])[C:3]=1[C:35]1[CH:36]=[C:37]2[C:32]([CH:31]=[CH:30][NH:29]2)=[CH:33][CH:34]=1 |f:2.3.4|. Reported procedure: (S)-2-(1-((6-Amino-5-iodopyrimidin-4-yl)amino)ethyl)-5-methyl-3-phenylpyrrolo[2,1-f][1,2,4]triazin-4(3H)-one (50 mg, 0.10 mol) was treated with (1H-indol-6-yl)boronic acid (23 mg, 0.14 mmol), 1,1′-bis(diphenylphosphino)ferrocene-palladium(II)dichloride dichloromethane complex (14 mg, 0.02 mol) and sodium carbonate (2M, 231 μl, 0.43 mol) according to the method described in Example 3 to give 7 mg (14% yield) of the title compound as a white solid. Purity 98%.